From a dataset of the Open Reaction Database (ORD), a public repository of structured organic reaction records. describe an organic reaction: reactants, conditions, products, and yield Isolated yield 85.5%. Reactants: CS(=O)(=O)C1=CC(=CC=C1)[N+](=O)[O-] ((3-nitro)phenyl methyl sulphone), reduced iron, [Cl-].[NH4+] (ammonium chloride). Reported procedure: (3-Nitro)phenyl methyl sulphone (prepared as described in Step 1 above) (5.396 g) reduced iron (7.5 g) and ammonium chloride (7.18 g) were mixed together in ethanol/water (2:1) (150 ml) and heated under reflux for 2 hours. The black solution was filtered through `Celite` and the pad washed with ethyl acetate. The solvents were removed under reduced pressure and the residue taken up in ethyl acetate/water. The organic layer was separated and the aqueous layer extracted with 3 further portions of ... Reaction SMILES: [CH3:1][S:2]([C:5]1[CH:10]=[CH:9][CH:8]=[C:7]([N+:11]([O-])=O)[CH:6]=1)(=[O:4])=[O:3].[Cl-].[NH4+]>C(O)C.O>[CH3:1][S:2]([C:5]1[CH:10]=[CH:9][CH:8]=[C:7]([NH2:11])[CH:6]=1)(=[O:3])=[O:4] |f:1.2,3.4|. The solvent is C(C)O.O (ethanol water). The product is CS(=O)(=O)C1=CC(=CC=C1)N ((3-amino)phenyl methyl sulphone). The reactants are O=C(O)C(=O)c1ccccc1, [Cl-], Nc1ccc(Cl)nc1. Yields the product O=C(Nc1ccc(Cl)nc1)C(=O)c1ccccc1. RXN SMILES: [C:10]([c:11]1[cH:12][cH:13][cH:14][cH:15][cH:16]1)(=[O:17])[C:18](=[O:19])[OH:20].[Cl-:9].[Cl:1][c:2]1[cH:3][cH:4][c:5]([NH2:8])[cH:6][n:7]1>>[Cl:1][c:2]1[cH:3][cH:4][c:5]([NH:8][C:18]([C:10]([c:11]2[cH:12][cH:13][cH:14][cH:15][cH:16]2)=[O:17])=[O:19])[cH:6][n:7]1. Starting materials: ClC=1N=C(C=2N=CN([C@H]3[C@H](O[Si](CC)(CC)CC)[C@H](O[Si](CC)(CC)CC)[C@@H](CO[Si](CC)(CC)CC)O3)C2N1)N (2-Chloro-2′,3′,5′-tri-O-(triethylsilyl)adenosine), ClC1=CC=C(C=C1)CCO (2-(4-chlorophenyl)ethanol). Conditions: temperature 50 celsius. Product: ClC1=CC=C(C=C1)CCOC=1N=C(C=2N=CN([C@H]3[C@H](O)[C@H](O)[C@@H](CO)O3)C2N1)N (2-[2-(4-Chlorophenyl)ethoxy]adenosine). As a reaction SMILES: Cl[C:2]1[N:3]=[C:4]([NH2:41])[C:5]2[N:6]=[CH:7][N:8]([C:39]=2[N:40]=1)[C@@H:9]1[O:38][C@H:28]([CH2:29][O:30][Si](CC)(CC)CC)[C@@H:19]([O:20][Si](CC)(CC)CC)[C@H:10]1[O:11][Si](CC)(CC)CC.[Cl:42][C:43]1[CH:48]=[CH:47][C:46]([CH2:49][CH2:50][OH:51])=[CH:45][CH:44]=1>>[Cl:42][C:43]1[CH:48]=[CH:47][C:46]([CH2:49][CH2:50][O:51][C:2]2[N:3]=[C:4]([NH2:41])[C:5]3[N:6]=[CH:7][N:8]([C:39]=3[N:40]=2)[C@@H:9]2[O:38][C@H:28]([CH2:29][OH:30])[C@@H:19]([OH:20])[C@H:10]2[OH:11])=[CH:45][CH:44]=1. Reported procedure: To a 250-mL, three-neck round bottom flask was added 2-chloro-2′,3′,5′-tri-O-(triethylsilyl)adenosine (5.0 g, 7.8 mmol, Example 4) and 2-(4-chlorophenyl)ethanol (15 mL). The mixture was flushed with nitrogen for 5–10 minutes, then heated to 50° C. To this mixture was added sodium hydride (1.56 g, 39 mmol, as a 60% dispersion in mineral oil) at such a rate as to avoid excessive gas evolution. The reaction was maintained at 50° C. for 20 hours, at which time HPLC indicated complete conversion to t...